Dataset: the Open Reaction Database (ORD), a public repository of structured organic reaction records. Task: describe an organic reaction: reactants, conditions, products, and yield Starting materials: C(C)OC=1C=C(CCl)C=CC1OCC (3,4-diethoxybenzyl chloride), ClC(C(=O)OCC)C(=O)C (ethyl 2-chloroacetoacetate), [H-].[Na+] (sodium hydride), ice, Cl (HCl). Run in CN(C=O)C (dimethylformamide), CN(C=O)C (dimethylformamide). Reaction conditions: time 30 minute. The product is C(C)(=O)C(C(=O)OCC)(CC1=CC(=C(C=C1)OCC)OCC)Cl (ethyl 2-acetyl-2-chloro-3-(3,4-diethoxyphenyl)propionate). Yield: 71.1%. RXN SMILES: [Cl:1][CH:2]([C:8]([CH3:10])=[O:9])[C:3]([O:5][CH2:6][CH3:7])=[O:4].[H-].[Na+].[CH2:13]([O:15][C:16]1[CH:17]=[C:18]([CH:21]=[CH:22][C:23]=1[O:24][CH2:25][CH3:26])[CH2:19]Cl)[CH3:14].Cl>CN(C)C=O>[C:8]([C:2]([Cl:1])([CH2:19][C:18]1[CH:21]=[CH:22][C:23]([O:24][CH2:25][CH3:26])=[C:16]([O:15][CH2:13][CH3:14])[CH:17]=1)[C:3]([O:5][CH2:6][CH3:7])=[O:4])(=[O:9])[CH3:10] |f:1.2|. Reported procedure: In 100 ml of dry dimethylformamide is dissolved 9.6 g of ethyl 2-chloroacetoacetate, and under ice cooling, 2.32 g of 60% sodium hydride in oil is added. The mixture is stirred at room temperature for 30 minutes. To this mixture are added 12.5 g of 3,4-diethoxybenzyl chloride and 30 ml of dry dimethylformamide, and the mixture is stirred at 70° C. for 2 hours. The mixture is then poured into a mixture of 200 g ice and 50 ml 6N-HCl and extracted with ether. The ethereal layer is washed with water... Starting materials: C(C)(C)(C)OC(N[C@H]([C@@H](CNC1(CC1)C1=NC=CC(=C1)C(C)(C)C)O)CC1=CC(=CC=C1)O)=O ([(1S,2R)-3-[1-(4-tert-butyl-pyridin-2-yl)cyclopropylamino]-2-hydroxy-1-(3-hydroxy-benzyl)-propyl]-carbamic acid tert-butyl ester), COC(C1=CC(=NC(=C1)C)OCCCCOS(=O)(=O)C)=O (2-(4-methanesulfonyloxy-butoxy)-6-methyl-isonicotinic acid methyl ester). Product: COC(C1=CC(=NC(=C1)C)OCCCCOC1=CC(=CC=C1)C[C@@H]([C@@H](CNC1(CC1)C1=NC=CC(=C1)C(C)(C)C)O)NC(=O)OC(C)(C)C)=O (2-[4-(3-{(2S,3R)-2-tert-Butoxycarbonylamino-4-[1-(4-tert-butyl-pyridin-2-yl)-cyclopropylamino]-3-hydroxy-butyl}-phenoxy)-butoxy]-6-methyl-isonicotinic acid methyl ester). RXN SMILES: [C:1]([O:5][C:6](=[O:34])[NH:7][C@@H:8]([CH2:26][C:27]1[CH:32]=[CH:31][CH:30]=[C:29]([OH:33])[CH:28]=1)[C@H:9]([OH:25])[CH2:10][NH:11][C:12]1([C:15]2[CH:20]=[C:19]([C:21]([CH3:24])([CH3:23])[CH3:22])[CH:18]=[CH:17][N:16]=2)[CH2:14][CH2:13]1)([CH3:4])([CH3:3])[CH3:2].[CH3:35][O:36][C:37](=[O:55])[C:38]1[CH:43]=[C:42]([CH3:44])[N:41]=[C:40]([O:45][CH2:46][CH2:47][CH2:48][CH2:49]OS(C)(=O)=O)[CH:39]=1>>[CH3:35][O:36][C:37](=[O:55])[C:38]1[CH:43]=[C:42]([CH3:44])[N:41]=[C:40]([O:45][CH2:46][CH2:47][CH2:48][CH2:49][O:33][C:29]2[CH:30]=[CH:31][CH:32]=[C:27]([CH2:26][C@H:8]([NH:7][C:6]([O:5][C:1]([CH3:2])([CH3:3])[CH3:4])=[O:34])[C@H:9]([OH:25])[CH2:10][NH:11][C:12]3([C:15]4[CH:20]=[C:19]([C:21]([CH3:24])([CH3:23])[CH3:22])[CH:18]=[CH:17][N:16]=4)[CH2:14][CH2:13]3)[CH:28]=2)[CH:39]=1. Procedure details: The product is prepared according to the method described in example 43 (step a), starting from [(1S,2R)-3-[1-(4-tert-butyl-pyridin-2-yl)cyclopropylamino]-2-hydroxy-1-(3-hydroxy-benzyl)-propyl]-carbamic acid tert-butyl ester (building block C16) and 2-(4-methanesulfonyloxy-butoxy)-6-methyl-isonicotinic acid methyl ester (building block E1). Reactants: O=C(C1=CC=CC(=C1F)C(F)(F)F)N(CCCCCC)CCCCCC. Reagents/catalysts: O=C(NC=1C=CC=CC1C=2C=NC(=CC2)C3=NC=CC=C3)NC4CCCCC4, O1B(OC(C)(C)C1(C)C)B2OC(C)(C)C(O2)(C)C, C[OH2+].C[OH2+].C1CC=CCCC=C1.C1CC=CCCC=C1.[Ir].[Ir]. Run in C=1C=C(C=CC1C)C. Run at temperature 25 celsius, time 16 hour. Yields the product O=C(C1=CC(=CC(=C1F)C(F)(F)F)B2OC(C)(C)C(O2)(C)C)N(CCCCCC)CCCCCC. The yield is 99.0%. Starting materials: CO, COc1c([N+](=O)[O-])cc[n+]([O-])c1C, O=S(=O)(O)O. The product is COc1cc[n+]([O-])c(C)c1OC. As a reaction SMILES: [CH3:19][OH:20].[CH3:1][O:2][c:3]1[c:4]([CH3:13])[n+:5]([O-:12])[cH:6][cH:7][c:8]1[N+:9]([O-:10])=[O:11].[S:14](=[O:15])(=[O:16])([OH:17])[OH:18]>>[CH3:1][O:2][c:3]1[c:4]([CH3:13])[n+:5]([O-:12])[cH:6][cH:7][c:8]1[O:20][CH3:19].